This data is from the Open Reaction Database (ORD), a public repository of structured organic reaction records. The task is: describe an organic reaction: reactants, conditions, products, and yield The reactants are [Si](C)(C)(C(C)(C)C)OCC(CCOCP(=O)(OCC)OCC)ON1C2=NC=NC(=C2N=C1)N1C(C=2C(C1=O)=CC=CC2)=O (9-[1-(t-butyldimethylsilyloxy)-4-(diethoxyphosphorylmethoxy)but-2-oxy]-6-phthalimidopurine), CNN (methylhydrazine). The solvent is ClCCl (dichloromethane). Conditions: temperature 20 celsius, time 30 minute. Product: [Si](C)(C)(C(C)(C)C)OCC(CCOCP(=O)(OCC)OCC)ON1C2=NC=NC(=C2N=C1)N (9-[1-(t-butyldimethylsilyloxy)-4-(diethoxyphosphorylmethoxy)-but-2-oxy]adenine). Yield: 86.7%. As a reaction SMILES: [Si:1]([O:8][CH2:9][CH:10]([O:23][N:24]1[CH:32]=[N:31][C:30]2[C:25]1=[N:26][CH:27]=[N:28][C:29]=2[N:33]1C(=O)C2=CC=CC=C2C1=O)[CH2:11][CH2:12][O:13][CH2:14][P:15]([O:20][CH2:21][CH3:22])([O:17][CH2:18][CH3:19])=[O:16])([C:4]([CH3:7])([CH3:6])[CH3:5])([CH3:3])[CH3:2].CNN>ClCCl>[Si:1]([O:8][CH2:9][CH:10]([O:23][N:24]1[CH:32]=[N:31][C:30]2[C:25]1=[N:26][CH:27]=[N:28][C:29]=2[NH2:33])[CH2:11][CH2:12][O:13][CH2:14][P:15]([O:17][CH2:18][CH3:19])([O:20][CH2:21][CH3:22])=[O:16])([C:4]([CH3:6])([CH3:5])[CH3:7])([CH3:3])[CH3:2]. Reported procedure: A solution of 9-[1-(t-butyldimethylsilyloxy)-4-(diethoxyphosphorylmethoxy)but-2-oxy]-6-phthalimidopurine (550 mg, 0.87 mmol) in dichloromethane (10 ml) was treated with methylhydrazine (0.05 ml, 0.96 mmol) and stirred for 30 min at 20° C. The reaction mixture was filtered, the solvent evaporated in vacuo and the residue chromatographed on silica, eluting with chloroform-methanol 40:1, affording 9-[1-(t-butyldimethylsilyloxy)-4-(diethoxyphosphorylmethoxy)-but-2-oxy]adenine (380mg, 87%) as a clear... Reactants: N(=O)[O-].[Na+] (sodium nitrite), C1(=CC=CC=C1)C (toluene), N[C@@H](CC1=CC=CC=C1)C(=O)O (L-phenylalanine), [Br-].[K+] (potassium bromide), ice-salt. The solvent is C(C)(=O)O (acetic acid), S(O)(O)(=O)=O (sulfuric acid). Reaction conditions: time 1 hour. Yields the product Br[C@H](C(=O)O)CC1=CC=CC=C1 ((S)-α-Bromobenzenepropanoic acid). Reaction SMILES: N[C@H:2]([C:10]([OH:12])=[O:11])[CH2:3][C:4]1[CH:9]=[CH:8][CH:7]=[CH:6][CH:5]=1.[Br-:13].[K+].N([O-])=O.[Na+].C1(C)C=CC=CC=1>S(=O)(=O)(O)O.C(O)(=O)C>[Br:13][C@@H:2]([CH2:3][C:4]1[CH:9]=[CH:8][CH:7]=[CH:6][CH:5]=1)[C:10]([OH:12])=[O:11] |f:1.2,3.4|. Reported procedure: A solution of L-phenylalanine (30.0 g., 0.175 mole) and potassium bromide (73.5 g., 0.618 mole) in 2.5N sulfuric acid (365 ml.) was cooled down to 0° (ice-salt bath) and treated portionwise with sodium nitrite (19.3 g., 0.28 mole) over a period of 1.0 hour. Stirring was continued for 1.0 hour at 0° and at room temperature for 1.0 hour after which the reaction mixture was extracted with ether (3×250 ml.). The combined organic extracts were washed with water (100 ml.) and brine (50 ml.), dried (an... Reactants: ClCCl, Cc1ccc(Cl)c([N+](=O)[O-])c1, [Na+], CN(C)C=O, [S-]c1ccccc1. Product: Cc1ccc(Sc2ccccc2)c([N+](=O)[O-])c1. RXN SMILES: [Cl:25][CH2:26][Cl:27].[Cl:9][c:10]1[c:11]([N+:17](=[O:18])[O-:19])[cH:12][c:13]([CH3:16])[cH:14][cH:15]1.[Na+:8].[O:20]=[CH:21][N:22]([CH3:23])[CH3:24].[c:1]1([S-:7])[cH:2][cH:3][cH:4][cH:5][cH:6]1>>[c:1]1([S:7][c:10]2[c:11]([N+:17](=[O:18])[O-:19])[cH:12][c:13]([CH3:16])[cH:14][cH:15]2)[cH:2][cH:3][cH:4][cH:5][cH:6]1. Reactants: CC(=O)CC(C)=O, CC(=O)[O-], CCO, Cl, Nc1cccc(C(F)(F)F)c1, O=N[O-], [Na+], [Na+], O. Product: CC(=O)C(=NNc1cccc(C(F)(F)F)c1)C(C)=O. As a reaction SMILES: [CH3:16][C:17](=[O:18])[CH2:19][C:20]([CH3:21])=[O:22].[CH3:24][C:25](=[O:26])[O-:27].[CH3:30][CH2:31][OH:32].[ClH:28].[F:1][C:2]([c:3]1[cH:4][c:5]([NH2:6])[cH:7][cH:8][cH:9]1)([F:10])[F:11].[N:12]([O-:13])=[O:14].[Na+:15].[Na+:23].[OH2:29]>>[F:1][C:2]([c:3]1[cH:4][c:5]([NH:6][N:12]=[C:19]([C:17]([CH3:16])=[O:18])[C:20]([CH3:21])=[O:22])[cH:7][cH:8][cH:9]1)([F:10])[F:11]. Starting materials: O=C(O)c1ccc(Br)cc1NS(=O)(=O)c1cccc2nccnc12, Cl, CC(N)c1ccc(F)cc1. The product is CC(NC(=O)c1ccc(Br)cc1NS(=O)(=O)c1cccc2nccnc12)c1ccc(F)cc1. Reaction SMILES: [Br:1][c:2]1[cH:3][c:4]([NH:11][S:12](=[O:13])(=[O:14])[c:15]2[c:16]3[n:17][cH:18][cH:19][n:20][c:21]3[cH:22][cH:23][cH:24]2)[c:5]([C:6](=[O:7])[OH:8])[cH:9][cH:10]1.[ClH:25].[F:26][c:27]1[cH:28][cH:29][c:30]([CH:33]([CH3:34])[NH2:35])[cH:31][cH:32]1>>[Br:1][c:2]1[cH:3][c:4]([NH:11][S:12](=[O:13])(=[O:14])[c:15]2[c:16]3[n:17][cH:18][cH:19][n:20][c:21]3[cH:22][cH:23][cH:24]2)[c:5]([C:6](=[O:7])[NH:35][CH:33]([c:30]2[cH:29][cH:28][c:27]([F:26])[cH:32][cH:31]2)[CH3:34])[cH:9][cH:10]1.